Dataset: the Open Reaction Database (ORD), a public repository of structured organic reaction records. Task: describe an organic reaction: reactants, conditions, products, and yield Reactants: 1H-pyridin-4oone, C(C1=CC=CC=C1)OC1=C(OC=CC1=O)C(OC1OCCCC1)C1=C(C=CC=C1)F (3-benzyloxy-2-[(2-fluorophenyl)-(tetrahydro-pyran-2-yloxy)-methyl]-pyran-4-one), C(O)CN (ethanolamine). Solvent: C(C)O (ethanol). Product: C(C1=CC=CC=C1)OC1=C(N(C=CC1=O)CCO)C(OC1OCCCC1)C1=C(C=CC=C1)F (3-benzyloxy-1-(2-hydroxy-ethyl)-2-[(2-fluorophenyl)-(tetrahydro-pyran-2-yloxy)-methyl]-1H-pyridin-4-one). Reaction SMILES: C(OC1C(=O)C=COC=1[CH:16]([C:24]1[CH:29]=[CH:28][CH:27]=[CH:26][C:25]=1[F:30])[O:17][CH:18]1[CH2:23][CH2:22][CH2:21][CH2:20][O:19]1)C1C=CC=CC=1.[CH2:31]([CH2:33][NH2:34])[OH:32]>C(O)C>[CH2:16]([O:32][C:31]1[C:18](=[O:17])[CH:23]=[CH:22][N:34]([CH2:21][CH2:20][OH:19])[C:33]=1[CH:16]([C:24]1[CH:29]=[CH:28][CH:27]=[CH:26][C:25]=1[F:30])[O:17][CH:18]1[CH2:23][CH2:22][CH2:21][CH2:20][O:19]1)[C:24]1[CH:29]=[CH:28][CH:27]=[CH:26][CH:25]=1. Procedure: 3-Benzyoxy-1-(2-hydroxy-ethyl)-2-[-2-fluorophenyl)-(tetrahydro-pyran-2-yloxo)-methyl]-1H-pyridin-4oone: 5.66 g of 3-benzyloxy-2-[(2-fluorophenyl)-(tetrahydro-pyran-2-yloxy)-methyl]-pyran-4-one are boiled under reflux for 24 hours in 50 ml of ethanol and 10 ml of ethanolamine. Working-up analogously to Example 1c yields 3-benzyloxy-1-(2-hydroxy-ethyl)-2-[(2-fluorophenyl)-(tetrahydro-pyran-2-yloxy)-methyl]-1H-pyridin-4-one in the form of a semi-crystalline yellow mass. Rf value: 0.2 (silica gel 60... Starting materials: CC1=C(C=CC(=C1)CCC1=C(N=C(S1)C1=CC=C(C=C1)C(F)(F)F)C)O (2-methyl-4-(2-{4-methyl-2-[4-(trifluoromethyl)phenyl]-1,3-thiazol-5-yl}ethyl)phenol), CC1=C(C=CC(=C1)CCC1=C(N=C(S1)C1=CC=C(C=C1)C(F)(F)F)C)O (2-methyl-4-(2-{4-methyl-2-[4-(trifluoromethyl)phenyl]-1,3-thiazol-5-yl}ethyl)phenol), BrCCCC(=O)OC (methyl 4-bromobutyrate), C([O-])([O-])=O.[Cs+].[Cs+] (cesium carbonate). Run in C(C)#N (acetonitrile). Conditions: time 24 hour. Yields the product CC1=C(OCCCC(=O)OC)C=CC(=C1)CCC1=C(N=C(S1)C1=CC=C(C=C1)C(F)(F)F)C (Methyl 4-[2-methyl-4-(2-{4-methyl-2-[4-(trifluoromethyl)phenyl]-1,3-thiazol-5-yl}ethyl)phenoxy]butanoate). Reaction SMILES: [CH3:1][C:2]1[CH:7]=[C:6]([CH2:8][CH2:9][C:10]2[S:14][C:13]([C:15]3[CH:20]=[CH:19][C:18]([C:21]([F:24])([F:23])[F:22])=[CH:17][CH:16]=3)=[N:12][C:11]=2[CH3:25])[CH:5]=[CH:4][C:3]=1[OH:26].Br[CH2:28][CH2:29][CH2:30][C:31]([O:33][CH3:34])=[O:32].C(=O)([O-])[O-].[Cs+].[Cs+]>C(#N)C>[CH3:1][C:2]1[CH:7]=[C:6]([CH2:8][CH2:9][C:10]2[S:14][C:13]([C:15]3[CH:20]=[CH:19][C:18]([C:21]([F:24])([F:23])[F:22])=[CH:17][CH:16]=3)=[N:12][C:11]=2[CH3:25])[CH:5]=[CH:4][C:3]=1[O:26][CH2:28][CH2:29][CH2:30][C:31]([O:33][CH3:34])=[O:32] |f:2.3.4|. Procedure: To a solution of 2-methyl-4-(2-{4-methyl-2-[4-(trifluoromethyl)phenyl]-1,3-thiazol-5-yl}ethyl)phenol (intermediate 7, 0.08 g ) in acetonitrile (2 ml) was added methyl 4-bromobutyrate (0.090 g) and cesium carbonate (0.194 g). The mixture was stirred at room temperature for 24 hours then partitioned between water and ethyl acetate. The organic layer was dried, the solvent removed and the resulting oil was purified by SPE(Si cartridge). Elution with cyclohexane:ethyl acetate (20:1) gave the title c... Reactants: COC(C1=C(C=CC(=C1)Br)O)=O (5-bromo-2-hydroxy-benzoic acid methyl ester), C(C)OC(C(C)Br)=O (2-bromo-propionic acid ethyl ester), C([O-])([O-])=O.[K+].[K+] (potassium carbonate). The solvent is CC(=O)C (acetone). Product: COC(C1=C(C=CC(=C1)Br)OC(C)C(=O)OCC)=O (5-Bromo-2-(1-ethoxycarbonyl-ethoxy)-benzoic acid methyl ester). The yield is 100.0%. Reaction SMILES: [CH3:1][O:2][C:3](=[O:12])[C:4]1[CH:9]=[C:8]([Br:10])[CH:7]=[CH:6][C:5]=1[OH:11].[CH2:13]([O:15][C:16](=[O:20])[CH:17](Br)[CH3:18])[CH3:14].C(=O)([O-])[O-].[K+].[K+]>CC(C)=O>[CH3:1][O:2][C:3](=[O:12])[C:4]1[CH:9]=[C:8]([Br:10])[CH:7]=[CH:6][C:5]=1[O:11][CH:17]([C:16]([O:15][CH2:13][CH3:14])=[O:20])[CH3:18] |f:2.3.4|. Procedure details: A mixture of 5-bromo-2-hydroxy-benzoic acid methyl ester (25.0 g, 103 mmol), 2-bromo-propionic acid ethyl ester (18.6 g, 103 mmol) and potassium carbonate (50.2 g, 360 mmol) in acetone (500 mL) is heated under reflux for 24 h. The reaction mixture is filtered, and the filtrate concentrated by rotary evaporation. The residue is dissolved in dichloromethane and washed twice with water. The organic layer is dried over Na2SO4, filtered and concentrated at reduced pressure to afford the title compoun... The reactants are N#CC1=CC(CF)(CF)Oc2ccc([N+](=O)[O-])cc21, O, O=S(=O)(O)O. The product is NC(=O)C1=CC(CF)(CF)Oc2ccc([N+](=O)[O-])cc21. As a reaction SMILES: [C:1](#[N:2])[C:3]1=[CH:4][C:5]([CH2:16][F:17])([CH2:18][F:19])[O:6][c:7]2[c:8]1[cH:9][c:10]([N+:13](=[O:14])[O-:15])[cH:11][cH:12]2.[OH2:25].[S:20]([OH:21])(=[O:22])(=[O:23])[OH:24]>>[C:1]([NH2:2])([C:3]1=[CH:4][C:5]([CH2:16][F:17])([CH2:18][F:19])[O:6][c:7]2[c:8]1[cH:9][c:10]([N+:13](=[O:14])[O-:15])[cH:11][cH:12]2)=[O:21]. Reactants: C(C)N1C(=NC=C1)C1=CC=CC2=CC=CC=C12 (1-ethyl-2-naphthalen-1-yl-1H-imidazole), [Li]CCCC (n-BuLi), CCCCCC (hexane), C(OCC)(OCC)=O (diethyl carbonate). Solvent: C1CCOC1 (THF), O (Water). Conditions: temperature -78 celsius, time 1 hour. Product: C(C)OC(=O)C=1N(C(=NC1)C1=CC=CC2=CC=CC=C12)CC (3-ethyl-2-naphthalen-1-yl-3H-imidazole-4-carboxylic acid ethyl ester). RXN SMILES: [CH2:1]([N:3]1[CH:7]=[CH:6][N:5]=[C:4]1[C:8]1[C:17]2[C:12](=[CH:13][CH:14]=[CH:15][CH:16]=2)[CH:11]=[CH:10][CH:9]=1)[CH3:2].[Li]CCCC.CCCCCC.[C:29](=O)([O:33]CC)[O:30][CH2:31][CH3:32]>C1COCC1.O>[CH2:31]([O:30][C:29]([C:7]1[N:3]([CH2:1][CH3:2])[C:4]([C:8]2[C:17]3[C:12](=[CH:13][CH:14]=[CH:15][CH:16]=3)[CH:11]=[CH:10][CH:9]=2)=[N:5][CH:6]=1)=[O:33])[CH3:32]. Procedure: To a solution of 1-ethyl-2-naphthalen-1-yl-1H-imidazole (1.11 g, 5 mmol) in anhydrous THF (30 ml) at −78° C. under nitrogen is added a solution of n-BuLi in hexane (1.6 M, 3.44 ml, 5.5 mmol, 1.1 eq.) dropwise. The resulting mixture is stirred at −78° C. for 1 hr, followed by the addition of diethyl carbonate (1.77 g, 15 mmol, 3.0 eq.). The resulting solution is stirred at −78° C. for 30 min, warmed to rt slowly, and stirred for an additional 30 min at rt. Water (30 ml) is added to quench the rea... Starting materials: S(=O)(=O)([O-])OOS(=O)(=O)[O-].[NH4+].[NH4+] (ammonium persulfate), S(=O)(=O)([O-])OOS(=O)(=O)[O-].[NH4+].[NH4+] (ammonium persulfate), F[B-](F)(F)F.C[O+](C)C (trimethyloxonium tetrafluoroborate), C(C)(C)(C)C1=CC=[N+](C=C1)[O-] (4-t-Butyl-pyridine N-oxide), 1h. Solvent: O (water), O (water), ClCCl (dichloromethane), one. Product: C(C)(C)(C)C1=CC(=NC=C1)CO (4-t-Butyl-2-hydroxymethyl-pyridine). Isolated yield 73.0%. RXN SMILES: [C:1]([C:5]1[CH:10]=[CH:9][N+:8]([O-])=[CH:7][CH:6]=1)([CH3:4])([CH3:3])[CH3:2].F[B-](F)(F)F.[CH3:17][O+:18](C)C.S(OOS([O-])(=O)=O)([O-])(=O)=O.[NH4+].[NH4+]>ClCCl.O>[C:1]([C:5]1[CH:10]=[CH:9][N:8]=[C:7]([CH2:17][OH:18])[CH:6]=1)([CH3:4])([CH3:3])[CH3:2] |f:1.2,3.4.5|. Reported procedure: 4-t-Butyl-pyridine N-oxide (11.0 g, 72.9 mmole) is dissolved in 200 ml dichloromethane in a 500 ml one neck round bottom flask under nitrogen. The solution is treated with trimethyloxonium tetrafluoroborate (10.8 g, 72.9 mmole), is stirred 1h at room temperature, and the volatiles are removed in vacuo. The solid residue is dissolved in 200 ml methanol in a 500 ml one neck round bottom flask. The solution is heated to reflux, is treated with ammonium persulfate (3.3 g, 14.5 mmole) in 15 ml water,... Reaction SMILES: [CH3:1][C:2]1[CH:3]=[N:4][C:5]2[CH2:6][CH2:7][CH2:8][CH2:9][C:10]=2[CH:11]=1.C([Li])CCC.[CH3:17][O:18][CH:19]([SiH2:22]Cl)[O:20][CH3:21]>>[CH3:17][O:18][CH:19]([SiH2:22][CH:6]1[C:5]2[N:4]=[CH:3][C:2]([CH3:1])=[CH:11][C:10]=2[CH2:9][CH2:8][CH2:7]1)[O:20][CH3:21]. The reactants are CC=1C=NC=2CCCCC2C1 (5,6,7,8-tetrahydro-3-methylquinoline), C(CCC)[Li] (butyl lithium), COC(OC)[SiH2]Cl (dimethoxymethylsilyl chloride). The product is COC(OC)[SiH2]C1CCCC=2C=C(C=NC12)C (5,6,7,8-Tetrahydro-8-dimethoxymethylsilyl-3-methylquinoline). Procedure details: The title compound was prepared in a similar manner to that described in Example 1 using 5,6,7,8-tetrahydro-3-methylquinoline (0.01 M), butyl lithium (0.01 M) and dimethoxymethylsilyl chloride (0.015 M). The sample was distilled twice using a kugelrohr apparatus to give the title compound (0.25 g) bp 110°-120° C./0.5 mm.